From a dataset of the Open Reaction Database (ORD), a public repository of structured organic reaction records. describe an organic reaction: reactants, conditions, products, and yield The reactants are C(C)(C)(C)OC(=O)N1C[C@H]2CC3=CC=C(N=C3N2[C@@H](C1)C)COCCO ((4R,9aR)-6-(2-hydroxy-ethoxymethyl)-4-methyl-3,4,9,9a-tetrahydro-1H-2,4a,5-triaza-fluorene-2-carboxylic acid tert-butyl ester), C(C)(C)(C)OC(=O)N1C[C@H]2CC3=CC=C(N=C3N2[C@@H](C1)C)COCCO ((4R,9aR)-6-(2-hydroxy-ethoxymethyl)-4-methyl-3,4,9,9a-tetrahydro-1H-2,4a,5-triaza-fluorene-2-carboxylic acid tert-butyl ester), C(CCC)[Li] (n-butyllithium), CC(C(C)=O)C (3-methyl-2-butanone). Product: C(C)(C)(C)OC(=O)N1C[C@H]2CC3=CC=C(N=C3N2[C@@H](C1)C)C(C(C)C)(C)O ((4R,9aR)-6-(1-(RS)-Hydroxy-1,2-dimethyl-propyl)-4-methyl-3,4,9,9a-tetrahydro-1H-2,4a,5-triaza-fluorene-2-carboxylic acid tert-butyl ester). RXN SMILES: [C:1]([O:5][C:6]([N:8]1[CH2:20][C@@H:19]([CH3:21])[N:18]2[C@H:10]([CH2:11][C:12]3[C:17]2=[N:16][C:15]([CH2:22][O:23]CCO)=[CH:14][CH:13]=3)[CH2:9]1)=[O:7])([CH3:4])([CH3:3])[CH3:2].[CH2:27]([Li])[CH2:28][CH2:29]C.[CH3:32]C(C)C(=O)C>>[C:1]([O:5][C:6]([N:8]1[CH2:20][C@@H:19]([CH3:21])[N:18]2[C@H:10]([CH2:11][C:12]3[C:17]2=[N:16][C:15]([C:22]([OH:23])([CH3:32])[CH:28]([CH3:29])[CH3:27])=[CH:14][CH:13]=3)[CH2:9]1)=[O:7])([CH3:2])([CH3:4])[CH3:3]. Procedure: This compound was prepared in analogy to Example 51 intermediate, from (4R,9aR)-6-bromo-4-methyl-3,4,9,9a-tetrahydro-1H-2,4a,5-triaza-fluorene-2-carboxylic acid tert-butyl ester (Example 5, intermediate b), n-butyllithium and 3-methyl-2-butanone. Reactants: CN(C)c1ccncc1, ClC(Cl)Cl, O=C1CCC(=O)O1, CC(C)(C)OC(=O)N1CCN(CCO)CC1. The product is CC(C)(C)OC(=O)N1CCN(CCOC(=O)CCC(=O)O)CC1. RXN SMILES: [CH3:24][N:25]([CH3:26])[c:27]1[cH:28][cH:29][n:30][cH:31][cH:32]1.[Cl:33][CH:34]([Cl:35])[Cl:36].[O:17]=[C:18]1[CH2:19][CH2:20][C:21](=[O:22])[O:23]1.[OH:1][CH2:2][CH2:3][N:4]1[CH2:5][CH2:6][N:7]([C:10](=[O:11])[O:12][C:13]([CH3:14])([CH3:15])[CH3:16])[CH2:8][CH2:9]1>>[O:1]([CH2:2][CH2:3][N:4]1[CH2:5][CH2:6][N:7]([C:10](=[O:11])[O:12][C:13]([CH3:14])([CH3:15])[CH3:16])[CH2:8][CH2:9]1)[C:21]([CH2:20][CH2:19][C:18](=[O:17])[OH:23])=[O:22].